Task: describe an organic reaction: reactants, conditions, products, and yield. Dataset: the Open Reaction Database (ORD), a public repository of structured organic reaction records Reactants: CC#N, OC1(c2ccc(F)c(F)c2)CCNC1, CCI, [Na+], [Na+], O=C([O-])[O-]. RXN SMILES: [CH3:24][C:25]#[N:26].[F:1][c:2]1[cH:3][c:4]([C:9]2([OH:14])[CH2:10][NH:11][CH2:12][CH2:13]2)[cH:5][cH:6][c:7]1[F:8].[I:21][CH2:22][CH3:23].[Na+:15].[Na+:16].[O-:17][C:18](=[O:19])[O-:20]>>[F:1][c:2]1[cH:3][c:4]([C:9]2([OH:14])[CH2:10][N:11]([CH2:22][CH3:23])[CH2:12][CH2:13]2)[cH:5][cH:6][c:7]1[F:8]. Yields the product CCN1CCC(O)(c2ccc(F)c(F)c2)C1. Starting materials: ClCCl, ClC(Cl)=CCOc1cc(Cl)c(OCCCSc2ccc(Cl)cc2)c(Cl)c1, O=C(OO)c1cccc(Cl)c1. The product is O=S(CCCOc1c(Cl)cc(OCC=C(Cl)Cl)cc1Cl)c1ccc(Cl)cc1. Reaction SMILES: [CH2:38]([Cl:39])[Cl:40].[Cl:1][c:2]1[cH:3][cH:4][c:5]([S:8][CH2:9][CH2:10][CH2:11][O:12][c:13]2[c:14]([Cl:26])[cH:15][c:16]([O:20][CH2:21][CH:22]=[C:23]([Cl:24])[Cl:25])[cH:17][c:18]2[Cl:19])[cH:6][cH:7]1.[Cl:27][c:28]1[cH:29][cH:30][cH:31][c:32]([C:33]([O:34][OH:36])=[O:35])[cH:37]1>>[Cl:1][c:2]1[cH:3][cH:4][c:5]([S:8]([CH2:9][CH2:10][CH2:11][O:12][c:13]2[c:14]([Cl:26])[cH:15][c:16]([O:20][CH2:21][CH:22]=[C:23]([Cl:24])[Cl:25])[cH:17][c:18]2[Cl:19])=[O:35])[cH:6][cH:7]1. Starting materials: [O-]B([O-])Oc1ccncc1, CCOC(=O)c1ccc(Br)cc1, O=C([O-])O, COCCOC, [Na+], O, c1ccc(P(c2ccccc2)(c2ccccc2)[Pd](P(c2ccccc2)(c2ccccc2)c2ccccc2)(P(c2ccccc2)(c2ccccc2)c2ccccc2)P(c2ccccc2)(c2ccccc2)c2ccccc2)cc1. The product is CCOC(=O)c1ccc(-c2ccncc2)cc1. RXN SMILES: [B:13]([O-:14])([O-:21])[O:22][c:15]1[cH:16][cH:17][n:18][cH:19][cH:20]1.[Br:1][c:2]1[cH:3][cH:4][c:5]([C:6](=[O:7])[O:8][CH2:9][CH3:10])[cH:11][cH:12]1.[C:23](=[O:24])([O-:25])[OH:26].[CH3:28][O:29][CH2:30][CH2:31][O:32][CH3:33].[Na+:27].[OH2:111].[cH:34]1[cH:35][cH:36][c:37]([P:38]([Pd:39]([P:40]([c:41]2[cH:42][cH:43][cH:44][cH:45][cH:46]2)([c:47]2[cH:48][cH:49][cH:50][cH:51][cH:52]2)[c:53]2[cH:54][cH:55][cH:56][cH:57][cH:58]2)([P:59]([c:60]2[cH:61][cH:62][cH:63][cH:64][cH:65]2)([c:66]2[cH:67][cH:68][cH:69][cH:70][cH:71]2)[c:72]2[cH:73][cH:74][cH:75][cH:76][cH:77]2)[P:78]([c:79]2[cH:80][cH:81][cH:82][cH:83][cH:84]2)([c:85]2[cH:86][cH:87][cH:88][cH:89][cH:90]2)[c:91]2[cH:92][cH:93][cH:94][cH:95][cH:96]2)([c:97]2[cH:98][cH:99][cH:100][cH:101][cH:102]2)[c:103]2[cH:104][cH:105][cH:106][cH:107][cH:108]2)[cH:109][cH:110]1>>[c:2]1(-[c:15]2[cH:16][cH:17][n:18][cH:19][cH:20]2)[cH:3][cH:4][c:5]([C:6](=[O:7])[O:8][CH2:9][CH3:10])[cH:11][cH:12]1. Starting materials: CN1N=CC(=C1)C(CN)N (1-(1-methyl-1H-pyrazol-4-yl)ethane-1,2-diamine), FC1=C(COC2=CC(=CC=3N2N=C(C3C(=O)Cl)C)C)C(=CC=C1)F (7-[(2,6-difluorobenzyl)oxy]-2,5-dimethylpyrazolo[1,5-a]pyridine-3-carbonyl chloride), N1=CC=CC=C1 (pyridine). Run in ClC(C)Cl (dichloroethane). Reaction conditions: time 8 hour. Yields the product NC(CNC(=O)C=1C(=NN2C1C=C(C=C2OCC2=C(C=CC=C2F)F)C)C)C=2C=NN(C2)C (rac-N-[2-Amino-2-(1-methyl-1H-pyrazol-4-yl)ethyl]-7-[(2,6-difluorobenzyl)oxy]-2,5-dimethylpyrazolo[1,5-a]pyridine-3-carboxamide). Reaction SMILES: [CH3:1][N:2]1[CH:6]=[C:5]([CH:7]([NH2:10])[CH2:8][NH2:9])[CH:4]=[N:3]1.[F:11][C:12]1[CH:33]=[CH:32][CH:31]=[C:30]([F:34])[C:13]=1[CH2:14][O:15][C:16]1[N:21]2[N:22]=[C:23]([CH3:28])[C:24]([C:25](Cl)=[O:26])=[C:20]2[CH:19]=[C:18]([CH3:29])[CH:17]=1.N1C=CC=CC=1>ClC(Cl)C>[NH2:10][CH:7]([C:5]1[CH:4]=[N:3][N:2]([CH3:1])[CH:6]=1)[CH2:8][NH:9][C:25]([C:24]1[C:23]([CH3:28])=[N:22][N:21]2[C:16]([O:15][CH2:14][C:13]3[C:30]([F:34])=[CH:31][CH:32]=[CH:33][C:12]=3[F:11])=[CH:17][C:18]([CH3:29])=[CH:19][C:20]=12)=[O:26]. Procedure details: 14.0 mg (0.10 mmol) of 1-(1-methyl-1H-pyrazol-4-yl)ethane-1,2-diamine were initially charged in a 96-well deep well multititre plate. A solution of 35.1 mg (0.10 mmol) of 7-[(2,6-difluorobenzyl)oxy]-2,5-dimethylpyrazolo[1,5-a]pyridine-3-carbonyl chloride in 0.6 ml of dichloroethane and 0.032 ml (0.40 mmol) of pyridine were added successively and the mixture was stirred at RT overnight. Then the solvent was evaporated off completely, the residue was dissolved in 0.8 ml of DMF and filtered, and th... Reactants: compound B92, CC1=C(SC=C1)CN1C(N(C(C2=C1C=C(S2)C2=CC=CC=C2)=O)C2CCN(CC2)C(=O)OC(C)(C)C)=O (tert-butyl 4-{1-[(3-methylthiophen-2-yl)methyl]-2,4-dioxo-6-phenyl-1,4-dihydrothieno[3,2-d]pyrimidin-3(2H)-yl}piperidine-1-carboxylate), Cl (hydrogen chloride). Solvent: O1CCOCC1 (1,4-dioxane), O1CCOCC1 (1,4-dioxane). The product is Cl.CC1=C(SC=C1)CN1C(N(C(C2=C1C=C(S2)C2=CC=CC=C2)=O)C2CCNCC2)=O (1-[(3-methylthiophen-2-yl)methyl]-6-phenyl-3-(piperidin-4-yl)thieno[3,2-d]pyrimidine-2,4(1H,3H)-dione hydrochloride). RXN SMILES: [CH3:1][C:2]1[CH:6]=[CH:5][S:4][C:3]=1[CH2:7][N:8]1[C:13]2[CH:14]=[C:15]([C:17]3[CH:22]=[CH:21][CH:20]=[CH:19][CH:18]=3)[S:16][C:12]=2[C:11](=[O:23])[N:10]([CH:24]2[CH2:29][CH2:28][N:27](C(OC(C)(C)C)=O)[CH2:26][CH2:25]2)[C:9]1=[O:37].[ClH:38]>O1CCOCC1>[ClH:38].[CH3:1][C:2]1[CH:6]=[CH:5][S:4][C:3]=1[CH2:7][N:8]1[C:13]2[CH:14]=[C:15]([C:17]3[CH:18]=[CH:19][CH:20]=[CH:21][CH:22]=3)[S:16][C:12]=2[C:11](=[O:23])[N:10]([CH:24]2[CH2:25][CH2:26][NH:27][CH2:28][CH2:29]2)[C:9]1=[O:37] |f:3.4|. Procedure: According to the procedure described for compound B92 tert-butyl 4-{1-[(3-methylthiophen-2-yl)methyl]-2,4-dioxo-6-phenyl-1,4-dihydrothieno[3,2-d]pyrimidin-3(2H)-yl}piperidine-1-carboxylate (825 mg, compound B74) and a solution of hydrogen chloride in 1,4-dioxane (5.0 ml, 6.8 M) are reacted in 1,4-dioxane (25 ml) to afford the title compound as a solid. The reactants are NC=1C=C2C(=NC1)SC(=C2Br)S(=O)(=O)C2=CC(=CC(=C2)F)C#N (5-Amino-3-bromo-2-(3-cyano-5-fluoro-benzenesulfonyl)-thieno[2,3-b]pyridine), C(C)O (ethanol), ClC=1C=C(C=CC1)B(O)O (3-chlorophenylboronic acid), solution, C(=O)([O-])[O-].[Na+].[Na+] (Na2CO3). The reagents and catalysts are C=1C=CC(=CC1)[P](C=2C=CC=CC2)(C=3C=CC=CC3)[Pd]([P](C=4C=CC=CC4)(C=5C=CC=CC5)C=6C=CC=CC6)([P](C=7C=CC=CC7)(C=8C=CC=CC8)C=9C=CC=CC9)[P](C=1C=CC=CC1)(C=1C=CC=CC1)C=1C=CC=CC1 (Pd(PPh3)4). Solvent: C1(=CC=CC=C1)C (toluene). Product: NC=1C=C2C(=NC1)SC(=C2C2=CC(=CC=C2)Cl)S(=O)(=O)C2=CC(=CC(=C2)F)C#N (5-Amino-2-(3-cyano-5-fluoro-benzenesulfonyl)-3-(3-chlorophenyl)-thieno[2,3-b]-pyridine). RXN SMILES: [NH2:1][C:2]1[CH:3]=[C:4]2[C:10](Br)=[C:9]([S:12]([C:15]3[CH:20]=[C:19]([F:21])[CH:18]=[C:17]([C:22]#[N:23])[CH:16]=3)(=[O:14])=[O:13])[S:8][C:5]2=[N:6][CH:7]=1.C(O)C.[Cl:27][C:28]1[CH:29]=[C:30](B(O)O)[CH:31]=[CH:32][CH:33]=1.C([O-])([O-])=O.[Na+].[Na+]>C1(C)C=CC=CC=1.C1C=CC([P]([Pd]([P](C2C=CC=CC=2)(C2C=CC=CC=2)C2C=CC=CC=2)([P](C2C=CC=CC=2)(C2C=CC=CC=2)C2C=CC=CC=2)[P](C2C=CC=CC=2)(C2C=CC=CC=2)C2C=CC=CC=2)(C2C=CC=CC=2)C2C=CC=CC=2)=CC=1>[NH2:1][C:2]1[CH:3]=[C:4]2[C:10]([C:32]3[CH:31]=[CH:30][CH:29]=[C:28]([Cl:27])[CH:33]=3)=[C:9]([S:12]([C:15]3[CH:20]=[C:19]([F:21])[CH:18]=[C:17]([C:22]#[N:23])[CH:16]=3)(=[O:14])=[O:13])[S:8][C:5]2=[N:6][CH:7]=1 |f:3.4.5,^1:53,55,74,93|. Procedure: 5-Amino-3-bromo-2-(3-cyano-5-fluoro-benzenesulfonyl)-thieno[2,3-b]pyridine (1.25 g, 30 mmol) was dissolved in toluene (18 ml) and ethanol (20 ml) under argon atmosphere. To the solution Pd(PPh3)4 (175 mg, 0.15 mmol), 3-chlorophenylboronic acid (0.58 g, 37 mmol) and 2M solution of Na2CO3 (15 ml) was added. The reaction mixture was refluxed for 1 hour then it was filtered through celite and washed with toluene (2×5 ml). The filtrate was tightened in vacuum; water (13 ml) and ethyl acetate (13 ml) ... The reactants are C(C1=CC=CC=C1)N1C(C2N(CCCC2C1=O)C)=O (6-benzyl-1-methyl-5,7-dioxooctahydropyrrolo[3,4-b]pyridine), [H-].[Al+3].[Li+].[H-].[H-].[H-] (lithium aluminum hydride). Run in O1CCCC1 (tetrahydrofuran). Product: C(C1=CC=CC=C1)N1CC2N(CCCC2C1)C (6-Benzyl-1-methyl-octahydropyrrolo[3,4-b]pyridine). As a reaction SMILES: [CH2:1]([N:8]1[C:16](=O)[CH:15]2[CH:10]([N:11]([CH3:18])[CH2:12][CH2:13][CH2:14]2)[C:9]1=O)[C:2]1[CH:7]=[CH:6][CH:5]=[CH:4][CH:3]=1.[H-].[Al+3].[Li+].[H-].[H-].[H-]>O1CCCC1>[CH2:1]([N:8]1[CH2:16][CH:15]2[CH:10]([N:11]([CH3:18])[CH2:12][CH2:13][CH2:14]2)[CH2:9]1)[C:2]1[CH:3]=[CH:4][CH:5]=[CH:6][CH:7]=1 |f:1.2.3.4.5.6|. Reported procedure: 19.2 g (0.08 mol) of crude 6-benzyl-1-methyl-5,7-dioxooctahydropyrrolo[3,4-b]pyridine are reduced with 6.1 g (0.16 mol) of lithium aluminum hydride in absolute tetrahydrofuran in accordance with the working instructions of Example 1c. The reactants are CC(OC(=O)C1N2C(=O)C(NC(=O)COc3ccccc3)C2SCC1(C)Nc1ccccc1)C1CC1, O=C(O)C(F)(F)F. Yields the product CC1(Nc2ccccc2)CSC2C(NC(=O)COc3ccccc3)C(=O)N2C1C(=O)O. RXN SMILES: [NH:1]([c:2]1[cH:3][cH:4][cH:5][cH:6][cH:7]1)[C:8]1([CH3:36])[CH2:9][S:10][CH:11]2[N:12]([CH:13]1[C:14](=[O:15])[O:16][CH:17]([CH:18]1[CH2:19][CH2:20]1)[CH3:21])[C:22](=[O:35])[CH:23]2[NH:24][C:25]([CH2:26][O:27][c:28]1[cH:29][cH:30][cH:31][cH:32][cH:33]1)=[O:34].[OH:37][C:38]([C:39]([F:40])([F:41])[F:42])=[O:43]>>[NH:1]([c:2]1[cH:3][cH:4][cH:5][cH:6][cH:7]1)[C:8]1([CH3:36])[CH2:9][S:10][CH:11]2[N:12]([CH:13]1[C:14](=[O:15])[OH:16])[C:22](=[O:35])[CH:23]2[NH:24][C:25]([CH2:26][O:27][c:28]1[cH:29][cH:30][cH:31][cH:32][cH:33]1)=[O:34]. Reactants: C(C1=CC=CC=C1)OC[C@@H](C[C@@H]1N(C(O[C@@H]1CNC(C(CCCC)(C)C)=O)(C)C)C(=O)OC(C)(C)C)C(C)C ((4S,5R)-tert-Butyl 4-((S)-2-(benzyloxymethyl)-3-methylbutyl)-5-((2,2-dimethylhexanamido)methyl)-2,2-dimethyloxazolidine-3-carboxylate). The reagents and catalysts are [OH-].[OH-].[Pd+2] (Pd(OH)2/C). Solvent: CCO (EtOH). Run at time 3.5 hour. Product: CC(C(=O)NC[C@@H]1[C@@H](N(C(O1)(C)C)C(=O)OC(C)(C)C)C[C@@H](C(C)C)CO)(CCCC)C ((4S,5R)-tert-butyl 5-((2,2-dimethylhexanamido)methyl)-4-((S)-2-(hydroxymethyl)-3-methylbutyl)-2,2-dimethyloxazolidine-3-carboxylate). The yield is 0.1%. Reaction SMILES: C([O:8][CH2:9][C@H:10]([CH:37]([CH3:39])[CH3:38])[CH2:11][C@H:12]1[C@@H:16]([CH2:17][NH:18][C:19](=[O:27])[C:20]([CH3:26])([CH3:25])[CH2:21][CH2:22][CH2:23][CH3:24])[O:15][C:14]([CH3:29])([CH3:28])[N:13]1[C:30]([O:32][C:33]([CH3:36])([CH3:35])[CH3:34])=[O:31])C1C=CC=CC=1>CCO.[OH-].[OH-].[Pd+2]>[CH3:26][C:20]([CH3:25])([CH2:21][CH2:22][CH2:23][CH3:24])[C:19]([NH:18][CH2:17][C@H:16]1[O:15][C:14]([CH3:28])([CH3:29])[N:13]([C:30]([O:32][C:33]([CH3:34])([CH3:35])[CH3:36])=[O:31])[C@H:12]1[CH2:11][C@H:10]([CH2:9][OH:8])[CH:37]([CH3:38])[CH3:39])=[O:27] |f:2.3.4|. Procedure: (4S,5R)-tert-Butyl 4-((S)-2-(benzyloxymethyl)-3-methylbutyl)-5-((2,2-dimethylhexanamido)methyl)-2,2-dimethyloxazolidine-3-carboxylate (3.0 g, 5.5 mol) was dissolved in EtOH (30 mL) and Pd(OH)2/C (300 mg) was added. The reaction mixture was stirred under an atmosphere of hydrogen at rt for about 3-4 h. TLC showed the starting material had been consumed. The reaction mixture was filtered and the filtrate was concentrated under reduced pressure to give (4S,5R)-tert-butyl 5-((2,2-dimethylhexanamido)... Starting materials: CN1C(=NC2=C1C=CC=C2)COC=2C=C(C=CC2)[N+](=O)[O-] (3-[(1-methyl-2-benzimidazolyl)methoxy]nitrobenzene). Reagents/catalysts: [Fe] (iron). Solvent: Cl (hydrochloric acid). Reaction conditions: time 8 hour. Product: CN1C(=NC2=C1C=CC=C2)COC=2C=C(C=CC2)N (3-[(1-methyl-2-benzimidazolyl)methoxy]benzenamine). The yield is 100.7%. Reaction SMILES: [CH3:1][N:2]1[C:6]2[CH:7]=[CH:8][CH:9]=[CH:10][C:5]=2[N:4]=[C:3]1[CH2:11][O:12][C:13]1[CH:14]=[C:15]([N+:19]([O-])=O)[CH:16]=[CH:17][CH:18]=1>Cl.[Fe]>[CH3:1][N:2]1[C:6]2[CH:7]=[CH:8][CH:9]=[CH:10][C:5]=2[N:4]=[C:3]1[CH2:11][O:12][C:13]1[CH:14]=[C:15]([NH2:19])[CH:16]=[CH:17][CH:18]=1. Procedure: To a suspension of 3-[(1-methyl-2-benzimidazolyl)methoxy]nitrobenzene (8 g) in ethanolic hydrochloric acid is added powdered iron. The reaction is stirred overnight at room temperature. After neutralization with saturated aqueous sodium bicarbonate, the mixture is extracted three times with methylene chloride. The extract is dried over magnesium sulfate and concentrated to give 7.2 g (100% yield) of product, m.p. 149°-153° C.